describe an organic reaction: reactants, conditions, products, and yield From a dataset of the Open Reaction Database (ORD), a public repository of structured organic reaction records. The reactants are OCc1nc(Br)ccc1F, CO. RXN SMILES: [Br:1][c:2]1[cH:3][cH:4][c:5]([F:10])[c:6]([CH2:8][OH:9])[n:7]1.[CH3:11][OH:12]>>[cH:2]1[cH:3][cH:4][c:5]([F:10])[c:6]([CH2:8][OH:9])[n:7]1. Product: OCc1ncccc1F. Reaction SMILES: [S:1]1[CH:5]=[CH:4][CH:3]=[C:2]1[CH2:6]O.[H-].[Na+].[H][H].O1C2C=CC=CC=2N=C1SCCCCC[N:27]1[C:31](=[O:32])[C:30]2=[CH:33][CH:34]=[CH:35][CH:36]=[C:29]2[C:28]1=[O:37]>CN(C)C=O>[S:1]1[CH:5]=[CH:4][CH:3]=[C:2]1[CH2:6][S:1][CH2:5][CH2:4][CH2:3][CH2:2][CH2:6][C:36]1[CH:35]=[CH:34][CH:33]=[C:30]2[C:31]([NH:27][C:28](=[O:37])[C:29]=12)=[O:32] |f:1.2|. Product: S1C(=CC=C1)CSCCCCCC1=C2C(C(=O)NC2=O)=CC=C1 (5-(2-thienylmethylthio)pentylphthalimide). Procedure: 2 g (17.5 mM) of 2-thiophenemethanol was dissolved in 15 ml of dimethylformamide. Thereto was added 800 mg (20 mM) of 60% sodium hydride in a nitrogen stream with ice cooling, and the mixture was stirred. When hydrogen generation was over, thereto was dropwise added a solution of 6.5 g of N-{5-(2-benzoxazolylthio)pentyl}phthalimide in 30 ml of DMF. The resulting mixture was stirred for 3 hours with ice cooling and for 60 hours at room temperature to give rise to a reaction. After the completion ... The reactants are O1C(=NC2=C1C=CC=C2)SCCCCCN2C(C=1C(C2=O)=CC=CC1)=O (N-{5-(2-benzoxazolylthio)pentyl}phthalimide), S1C(=CC=C1)CO (2-thiophenemethanol), [H][H] (hydrogen), [H-].[Na+] (sodium hydride). Run in CN(C)C=O (DMF), ice water, CN(C=O)C (dimethylformamide). Isolated yield 159.9%.